Dataset: the Open Reaction Database (ORD), a public repository of structured organic reaction records. Task: describe an organic reaction: reactants, conditions, products, and yield Reactants: FC1=CC=C(C=C1)C(OCCN1CCNCC1)C1=CC=C(C=C1)F (1-[2-[bis(4-fluorophenyl)-methoxy]ethyl]piperazine), Cl (hydrochloric acid), Cl (hydrochloric acid), N(=O)[O-].[Na+] (sodium nitrite). The solvent is O (water), C(C)OCC (diethyl ether), C([O-])(O)=O.[Na+] (sodium bicarbonate). Product: FC1=CC=C(C=C1)C(OCCN1CCN(CC1)N=O)C1=CC=C(C=C1)F (1-[2-[bis(4-fluorophenyl)methoxy]ethyl]-4-nitrosopiperazine). Yield: 82.8%. As a reaction SMILES: [F:1][C:2]1[CH:7]=[CH:6][C:5]([CH:8]([C:18]2[CH:23]=[CH:22][C:21]([F:24])=[CH:20][CH:19]=2)[O:9][CH2:10][CH2:11][N:12]2[CH2:17][CH2:16][NH:15][CH2:14][CH2:13]2)=[CH:4][CH:3]=1.Cl.[N:26]([O-])=[O:27].[Na+]>O.C(OCC)C.C(=O)(O)[O-].[Na+]>[F:1][C:2]1[CH:3]=[CH:4][C:5]([CH:8]([C:18]2[CH:19]=[CH:20][C:21]([F:24])=[CH:22][CH:23]=2)[O:9][CH2:10][CH2:11][N:12]2[CH2:17][CH2:16][N:15]([N:26]=[O:27])[CH2:14][CH2:13]2)=[CH:6][CH:7]=1 |f:2.3,6.7|. Reported procedure: To a solution of 1-[2-[bis(4-fluorophenyl)-methoxy]ethyl]piperazine (1 g) in 1N-hydrochloric acid (3 ml) was added 1N-hydrochloric acid in order to adjust pH to 4. The mixture was stirred at 70°-75° C. and therein a solution of sodium nitrite (0.31 g) in water (0.5 ml) was added dropwise. The mixture was stirred at 70°-75° C. for one hour, cooled, and diluted with a mixture of diethyl ether and aqueous sodium bicarbonate solution. The organic layer was washed withbrine, dried, and concentrated i... Starting materials: COC1=CC=C(C=C1)C(C)=O (p-methoxyacetophenone), [Na] (sodium), C(OC)(OC)=O (dimethyl carbonate). Solvent: C1(=CC=CC=C1)C (toluene), C1(=CC=CC=C1)C (toluene), C1(=CC=CC=C1)C (toluene). Run at temperature 93 celsius. The product is O=C(CC(=O)OC)C1=CC=C(C=C1)OC (methyl 3-oxo-3-(p-methoxyphenyl)propionate). Reaction SMILES: [Na].[C:2](=[O:7])([O:5][CH3:6])OC.[CH3:8][O:9][C:10]1[CH:15]=[CH:14][C:13]([C:16](=[O:18])[CH3:17])=[CH:12][CH:11]=1>C1(C)C=CC=CC=1>[O:18]=[C:16]([C:13]1[CH:14]=[CH:15][C:10]([O:9][CH3:8])=[CH:11][CH:12]=1)[CH2:17][C:2]([O:5][CH3:6])=[O:7] |^1:0|. Procedure details: 30.7 g of sodium was added to 300 ml of toluene, and the mixture was heated to 93° C., followed by cooling while vigorous stirring, to give sandy products. To the product, 600 ml of toluene containing 300 g of dimethyl carbonate was added, and further 250 ml of a toluene solution containing 100 g of p-methoxyacetophenone was added dropwise over 2 hours and 15 minutes at 84° to 86° C. After the dropwise addition, the mixture was stirred under heating at 82° to 83° C. for 1.5 hours, and then the s... Starting materials: CCO, Cc1ccc2c(Cl)ccnc2n1, CCCOc1ccc(Sc2ccc(NC(C)=O)cc2)c(N)c1. Product: CCCOc1ccc(Sc2ccc(NC(C)=O)cc2)c(Nc2ccnc3nc(C)ccc23)c1. As a reaction SMILES: [CH3:35][CH2:36][OH:37].[Cl:1][c:2]1[c:3]2[cH:4][cH:5][c:6]([CH3:12])[n:7][c:8]2[n:9][cH:10][cH:11]1.[NH2:13][c:14]1[c:15]([S:24][c:25]2[cH:26][cH:27][c:28]([NH:31][C:32]([CH3:33])=[O:34])[cH:29][cH:30]2)[cH:16][cH:17][c:18]([O:20][CH2:21][CH2:22][CH3:23])[cH:19]1>>[c:2]1([NH:13][c:14]2[c:15]([S:24][c:25]3[cH:26][cH:27][c:28]([NH:31][C:32]([CH3:33])=[O:34])[cH:29][cH:30]3)[cH:16][cH:17][c:18]([O:20][CH2:21][CH2:22][CH3:23])[cH:19]2)[c:3]2[cH:4][cH:5][c:6]([CH3:12])[n:7][c:8]2[n:9][cH:10][cH:11]1. Starting materials: C(C)C(=O)CC (diethyl ketone), C(CC)=O (propionaldehyde), C(C)(=O)O (acetic acid), C(CCC)OC(C)=O (butylacetate), [Cl-].[Mg+2].[Cl-] (magnesium chloride). The reagents and catalysts are [Ti] (titanium). Conditions: temperature 85 celsius. Product: C(C)C1=C(C(C(C1CC)C)=O)C (3,4-diethyl-2,5-dimethyl-2-cyclopenten-1-one). As a reaction SMILES: [CH2:1]([C:3]([CH2:5][CH3:6])=O)[CH3:2].[CH2:7](OC(=O)C)[CH2:8]CC.[Cl-].[Mg+2].[Cl-].[CH:18](=[O:21])[CH2:19][CH3:20].[C:22](O)(=O)C>[Ti]>[CH2:7]([C:20]1[CH:3]([CH2:1][CH3:2])[CH:5]([CH3:6])[C:18](=[O:21])[C:19]=1[CH3:22])[CH3:8] |f:2.3.4|. Procedure details: In a bottom round flask equipped with a mechanical stirrer, a dropping funnel and a reflux condenser were loaded 265 g (3.08 mol) of the diethyl ketone with 252 g of butylacetate as the solvent, 0.36 molar equivalents of anhydrous magnesium chloride and the aforementioned titanium catalytic solution containing 0.053 molar equivalents of the trichloropropoxytitanium complex. The resulting suspension was stirred vigorously and allowed to heat to 85° C. Then 2.1 molar equivalents of propionaldehyde...